From a dataset of the Open Reaction Database (ORD), a public repository of structured organic reaction records. describe an organic reaction: reactants, conditions, products, and yield Starting materials: Na2SO4.10H2O, solution, [H-].[Al+3].[Li+].[H-].[H-].[H-] (lithium aluminum hydride), C(C1=CC=CC=C1)OC1=NN2C(C(NCC2)=O)=C1 (2-(benzyloxy)-6,7-dihydropyrazolo[1,5-a]pyrazin-4(5H)-one). The solvent is C1CCOC1 (THF), C1CCOC1 (THF), CCOC(=O)C (AcOEt). Conditions: time 4 hour. Product: C(C1=CC=CC=C1)OC1=NN2C(CNCC2)=C1 (2-(benzyloxy)-4,5,6,7-tetrahydropyrazolo[1,5-a]pyrazine). The yield is 93.9%. RXN SMILES: [H-].[Al+3].[Li+].[H-].[H-].[H-].[CH2:7]([O:14][C:15]1[CH:24]=[C:18]2[C:19](=O)[NH:20][CH2:21][CH2:22][N:17]2[N:16]=1)[C:8]1[CH:13]=[CH:12][CH:11]=[CH:10][CH:9]=1>C1COCC1.CCOC(C)=O>[CH2:7]([O:14][C:15]1[CH:24]=[C:18]2[CH2:19][NH:20][CH2:21][CH2:22][N:17]2[N:16]=1)[C:8]1[CH:9]=[CH:10][CH:11]=[CH:12][CH:13]=1 |f:0.1.2.3.4.5|. Procedure: A 1 M solution of lithium aluminum hydride in THF (0.77 mL, 0.77 mmol) was added dropwise to a stirred solution of 2-(benzyloxy)-6,7-dihydropyrazolo[1,5-a]pyrazin-4(5H)-one (0.16 g, 0.65 mmol) in THF (4 mL) under nitrogen at 0° C. The mixture was stirred at room temperature for 4 hours and diluted with AcOEt. Na2SO4.10H2O was added at 0° C. and the mixture was stirred for 20 minutes at this temperature, filtered through a pad of diatomaceous earth and then washed with additional AcOEt. The filtr... The reactants are [N+](=O)([O-])C1=C(C=CC=C1)C (Ortho-nitrotoluene), [N+](=O)([O-])C1=C(C=CC=C1)C (Ortho-nitrotoluene), [N+](=O)([O-])C1=CC=C(C=C1)C (para-nitrotoluene), Br (hydrobromic acid), [N+](=O)([O-])C1=CC=C(C=C1)C (para-nitrotoluene), [N+](=O)([O-])C1=C(C(=O)O)C=CC=C1 (Ortho-nitrobenzoic acid), [N+](=O)([O-])C1=CC=C(C=C1)C (para-nitrotoluene). The reagents and catalysts are C(C)(=O)[O-].[Co+2].C(C)(=O)[O-] (cobalt (II) acetate), C(C)(=O)[O-].[Mn+2].C(C)(=O)[O-] (manganese (II) acetate), [Ti] (titanium). Solvent: C(C)(=O)O (acetic acid). Reaction conditions: time 70 minute. The product is [N+](=O)([O-])C1=CC=C(C(=O)O)C=C1 (para-nitrobenzoic acid). As a reaction SMILES: [N+:1]([C:4]1[CH:9]=[CH:8][CH:7]=[CH:6][C:5]=1C)([O-:3])=[O:2].[N+](C1C=CC(C)=CC=1)([O-])=O.Br.[N+](C1C=CC=CC=1[C:27]([OH:29])=[O:28])([O-])=O>C([O-])(=O)C.[Co+2].C([O-])(=O)C.C([O-])(=O)C.[Mn+2].C([O-])(=O)C.[Ti].C(O)(=O)C>[N+:1]([C:4]1[CH:5]=[CH:6][C:7]([C:27]([OH:29])=[O:28])=[CH:8][CH:9]=1)([O-:3])=[O:2] |f:4.5.6,7.8.9|. Procedure details: Ortho-nitrotoluene (35 g), para-nitrotoluene (35 g), acetic acid (400 g), cobalt (II) acetate (1.0 g), manganese (II) acetate (1.0 g), and 48% hydrobromic acid (1.4 g) were charged into a one liter titanium autoclave. Ortho-nitrotoluene and para-nitrotoluene were present in equal mole ratio, the para-nitrotoluene being added to the reaction as a batch amount. The oxidation was initiated by introducing air into the reactor at an initial temperature of 293° F. and an initial pressure of 250 psig. ... Starting materials: COC(=O)c1cnn(-c2cccc3ncccc23)c1C1CC1, [Na+], [OH-], O. Yields the product O=C(O)c1cnn(-c2cccc3ncccc23)c1C1CC1. RXN SMILES: [CH3:1][O:2][C:3](=[O:4])[c:5]1[cH:6][n:7][n:8](-[c:13]2[c:14]3[cH:15][cH:16][cH:17][n:18][c:19]3[cH:20][cH:21][cH:22]2)[c:9]1[CH:10]1[CH2:11][CH2:12]1.[Na+:24].[OH-:23].[OH2:25]>>[O:2]=[C:3]([OH:4])[c:5]1[cH:6][n:7][n:8](-[c:13]2[c:14]3[cH:15][cH:16][cH:17][n:18][c:19]3[cH:20][cH:21][cH:22]2)[c:9]1[CH:10]1[CH2:11][CH2:12]1. The reactants are [BH4-], Cl, [K+], CC(=O)CCC1(C(C)C)Cc2cc(OCC(=O)O)c(Cl)c(Cl)c2C1=O, O. Yields the product CC(O)CCC1(C(C)C)Cc2cc(OCC(=O)O)c(Cl)c(Cl)c2C1=O. Reaction SMILES: [BH4-:26].[ClH:28].[K+:27].[O:1]=[C:2]1[C:3]([CH2:18][CH2:19][C:20]([CH3:21])=[O:22])([CH:23]([CH3:24])[CH3:25])[CH2:4][c:5]2[cH:6][c:7]([O:13][CH2:14][C:15](=[O:16])[OH:17])[c:8]([Cl:12])[c:9]([Cl:11])[c:10]21.[OH2:29]>>[O:1]=[C:2]1[C:3]([CH2:18][CH2:19][CH:20]([CH3:21])[OH:22])([CH:23]([CH3:24])[CH3:25])[CH2:4][c:5]2[cH:6][c:7]([O:13][CH2:14][C:15](=[O:16])[OH:17])[c:8]([Cl:12])[c:9]([Cl:11])[c:10]21. The reactants are [N+](=O)([O-])/C=C/C=1OC=CC1 (trans-2-(2-nitrovinyl) furan), C(C(C)C)=O (isobutyraldehyde), CC(C)O (2-propanol), CCCCCC (hexane), C(Cl)(Cl)Cl (CHCl3). Yields the product O1C=C(C=C1)[C@@H](C(C=O)(C)C)C[N+](=O)[O-] ((S)-3-(furan-3-yl)-2,2-dimethyl-4-nitrobutanal). Reaction SMILES: [N+:1](/[CH:4]=C/C1OC=CC=1)([O-:3])=[O:2].[CH:11](=[O:15])[CH:12]([CH3:14])[CH3:13].C[CH:17]([OH:19])C.CCC[CH2:23][CH2:24][CH3:25].[CH:26](Cl)(Cl)Cl>>[O:15]1[CH:26]=[CH:13][C:12]([C@H:14]([CH2:4][N+:1]([O-:3])=[O:2])[C:24]([CH3:23])([CH3:25])[CH:17]=[O:19])=[CH:11]1. Reported procedure: The title compound was prepared from trans-2-(2-nitrovinyl) furan, and isobutyraldehyde according to general procedure. The enantiomeric excess was determined by HPLC with Chiralpak OD-H column at 210 nm (2-propanol:hexane=20:80), 1 mL/min, tmajor=12.5 min, tminor=8.3 min, [α]D20=+1.5 (c=2.8, CHCl3); The reactants are C(C)C1=CC=C(C=C1)C1CC(CNC1)C(=O)OCC (ethyl 5-(4-ethylphenyl)piperidine-3-carboxylate), C1(CCCC1)C(=O)Cl (cyclopentanecarbonyl chloride). Procedure details: 5.2 g (14.0 mmol) of ethyl 5-(4-ethylphenyl)piperidine-3-carboxylate and 2.1 g (2.1 mmol, 1.2 eq.) of cyclopentanecarbonyl chloride were reacted according to General Method 3A. Yield: 4.8 g (96% of theory) RXN SMILES: [CH2:1]([C:3]1[CH:8]=[CH:7][C:6]([CH:9]2[CH2:14][NH:13][CH2:12][CH:11]([C:15]([O:17][CH2:18][CH3:19])=[O:16])[CH2:10]2)=[CH:5][CH:4]=1)[CH3:2].[CH:20]1([C:25](Cl)=[O:26])[CH2:24][CH2:23][CH2:22][CH2:21]1>>[CH:20]1([C:25]([N:13]2[CH2:14][CH:9]([C:6]3[CH:5]=[CH:4][C:3]([CH2:1][CH3:2])=[CH:8][CH:7]=3)[CH2:10][CH:11]([C:15]([O:17][CH2:18][CH3:19])=[O:16])[CH2:12]2)=[O:26])[CH2:24][CH2:23][CH2:22][CH2:21]1. Yields the product C1(CCCC1)C(=O)N1CC(CC(C1)C1=CC=C(C=C1)CC)C(=O)OCC (Ethyl 1-(cyclopentylcarbonyl)-5-(4-ethylphenyl)piperidine-3-carboxylate). Reactants: BrC1=CC=C(C=C1)C(CC1=CC(=NC=C1)F)=O (1-(4-bromophenyl)-2-(2-fluoropyridin-4-yl)ethanone), C(C)(C)(C)ON=O (t-butylnitrite), Cl (HCl). The solvent is C(C)O (ethanol), C(C)O (ethanol). Reaction conditions: temperature -5 celsius. The product is BrC1=CC=C(C=C1)C(C(=NO)C1=CC(=NC=C1)F)=O (1 -(4-bromophenyl)-2-(2-fluoropyridin-4-yl)ethane-1,2-dione 2-oxime). As a reaction SMILES: [Br:1][C:2]1[CH:7]=[CH:6][C:5]([C:8](=[O:17])[CH2:9][C:10]2[CH:15]=[CH:14][N:13]=[C:12]([F:16])[CH:11]=2)=[CH:4][CH:3]=1.C([O:22][N:23]=O)(C)(C)C.Cl>C(O)C>[Br:1][C:2]1[CH:3]=[CH:4][C:5]([C:8](=[O:17])[C:9]([C:10]2[CH:15]=[CH:14][N:13]=[C:12]([F:16])[CH:11]=2)=[N:23][OH:22])=[CH:6][CH:7]=1. Reported procedure: To a solution of the intermediate from Example 1 Step A (48 g, 0.163 mol) in ethanol (800 mL) at −10° C. was added dropwise t-butylnitrite (22.1 mL, 0.18 mol) over 10 minutes, followed by 2.5 N HCl in absolute ethanol (52 mL, 0.13 mol). The reaction temperature was maintained at −5° C. during these additions. After the addition was completed, the dry ice bath was removed and the reaction was allowed to warm to RT overnight. The ethanol was removed under reduced pressure and the residue was dilut... The reactants are CC=1C=CC(=C(C1)O)[N+](=O)[O-] (5-methyl-2-nitrophenol), ClC(=C(F)F)Cl (2,2-dichloro-1,1-difluoroethene), ice water. The solvent is CC(=O)C (acetone), [OH-].[K+] (KOH). Product: ClC(C(OC1=C(C=CC(=C1)C)[N+](=O)[O-])(F)F)Cl (2-(2,2-dichloro-1,1-difluoroethoxy)-4-methyl-1-nitrobenzene). The yield is 27.0%. As a reaction SMILES: [CH3:1][C:2]1[CH:3]=[CH:4][C:5]([N+:9]([O-:11])=[O:10])=[C:6]([OH:8])[CH:7]=1.[Cl:12][C:13]([Cl:17])=[C:14]([F:16])[F:15]>CC(C)=O.[OH-].[K+]>[Cl:12][CH:13]([Cl:17])[C:14]([F:16])([F:15])[O:8][C:6]1[CH:7]=[C:2]([CH3:1])[CH:3]=[CH:4][C:5]=1[N+:9]([O-:11])=[O:10] |f:3.4|. Reported procedure: In a 500 ml stirred reaction flask equipped with thermometer, air condenser, dropping funnel and ice water bath was placed 76.57 g (0.5 mol) of 5-methyl-2-nitrophenol in 150 ml of acetone and 5.5 g of powdered KOH (85 percent). The mixture was vigorously stirred at 10° C, whereupon 73 g of 2,2-dichloro-1,1-difluoroethene was gradually introduced. After stirring overnight, the reaction mixture was poured into ice water, and the lower organic layer separated by methylene chloride extraction. The e... Reactants: ClCC=O (chloroacetaldehyde), carbon aldehyde, C(C(=O)C)(=O)O (pyruvic acid), C3N3 heterocycle, NC=1NC=CN1 (2-aminoimidazole), S(=O)(=O)(O)O.NC=1NC=CN1 (2-aminoimidazole sulfate). Run in Cl (hydrochloric acid). The product is CC1=C2C(=NC(=N2)N)C=CC3=C1N=C(N3)N (parazoanthoxanthin A), ( 2A ). Isolated yield 7.0%. Reaction SMILES: [NH2:1][C:2]1[NH:3][CH:4]=[CH:5][N:6]=1.[C:7](O)(=O)[C:8]([CH3:10])=O.S(O)(O)(=O)=O.[NH2:18][C:19]1[NH:20][CH:21]=[CH:22][N:23]=1.Cl[CH2:25]C=O>Cl>[CH3:10][C:8]1[C:7]2[N:20]=[C:19]([NH2:18])[NH:23][C:22]=2[CH:21]=[CH:25][C:4]2=[N:3][C:2]([NH2:1])=[N:6][C:5]=12 |f:2.3|. Procedure: Nature's utilization of a potential counterpart in the formation of zoanthoxanthins forms a basis of our biogenic hypothesis and involves the introduction of a two-carbon unit (or equivalent) to the C3N3 heterocycle as the penultimate step prior to dimerization. Incorporation of this hypothetical two-carbon entity could be accomplished by a hitherto unknown hydroxyalkylation of 2-aminoimidazole with a suitably functionalized two-carbon aldehyde or pyruvic acid. To test this hypothesis, 2-aminoim... Starting materials: resultant mixture, ice water, [Cl-].[Al+3].[Cl-].[Cl-] (aluminum chloride), C(C)(=O)Cl (acetyl chloride), C(C)OC(CC(CCCCC)C1=C(C(=CC=C1)OC)OC)=O (3-(2, 3-dimethoxyphenyl)octanoic acid ethyl ester). Solvent: C(Cl)Cl (methylene chloride), C(Cl)Cl (methylene chloride). Product: C(C)OC(CC(CCCCC)C1=C(C(=CC(=C1)C(C)=O)OC)OC)=O (3-(5-acetyl-2, 3-dimethoxyphenyl)octanoic acid ethyl ester). Yield: 85.6%. RXN SMILES: [Cl-].[Al+3].[Cl-].[Cl-].[C:5](Cl)(=[O:7])[CH3:6].[CH2:9]([O:11][C:12](=[O:30])[CH2:13][CH:14]([C:20]1[CH:25]=[CH:24][CH:23]=[C:22]([O:26][CH3:27])[C:21]=1[O:28][CH3:29])[CH2:15][CH2:16][CH2:17][CH2:18][CH3:19])[CH3:10]>C(Cl)Cl>[CH2:9]([O:11][C:12](=[O:30])[CH2:13][CH:14]([C:20]1[CH:25]=[C:24]([C:5](=[O:7])[CH3:6])[CH:23]=[C:22]([O:26][CH3:27])[C:21]=1[O:28][CH3:29])[CH2:15][CH2:16][CH2:17][CH2:18][CH3:19])[CH3:10] |f:0.1.2.3|. Procedure details: To a solution of 800 mg (6.00 mmol) of anhydrous aluminum chloride in 5 ml of methylene chloride were added 0.43 g (6.05 mmol) of acetyl chloride with stirring and ice cooling and then dropwise a solution of 925 mg (3.00 mmol) of 3-(2, 3-dimethoxyphenyl)octanoic acid ethyl ester in 3 ml of methylene chloride. The resultant mixture was allowed to react under ice cooling for 20 minutes and added portionwise into ice water. The organic layer was separated, and the aqueous layer was extracted with m...